This data is from the Open Reaction Database (ORD), a public repository of structured organic reaction records. The task is: describe an organic reaction: reactants, conditions, products, and yield RXN SMILES: [Br:3][c:4]1[cH:5][c:6]([C:21](=[O:22])[O:23][CH3:24])[cH:7][c:8]2[c:9](=[O:20])[cH:10][c:11]([N:14]3[CH2:15][CH2:16][O:17][CH2:18][CH2:19]3)[o:12][c:13]12.[CH2:25]1[O:26][CH2:27][CH2:28][CH2:29]1.[CH3:31][OH:32].[ClH:30].[Na+:2].[OH-:1].[OH2:33]>>[Br:3][c:4]1[cH:5][c:6]([C:21](=[O:22])[OH:23])[cH:7][c:8]2[c:9](=[O:20])[cH:10][c:11]([N:14]3[CH2:15][CH2:16][O:17][CH2:18][CH2:19]3)[o:12][c:13]12. Yields the product O=C(O)c1cc(Br)c2oc(N3CCOCC3)cc(=O)c2c1. Reactants: COC(=O)c1cc(Br)c2oc(N3CCOCC3)cc(=O)c2c1, C1CCOC1, CO, Cl, [Na+], [OH-], O. The reactants are FC=1C=C2C(C(=CN3C2=C(C1F)OCC31CC1)C(=O)OCC)=O (ethyl 9,10-difluoro-7-oxo-2,7-dihydrospiro[[1,4]oxazino[2,3,4-ij]quinoline-3,1′-cyclopropane]-6-carboxylate), C(=O)([O-])[O-].[K+].[K+] (K2CO3). The solvent is CCO.O (EtOH water). The product is FC=1C=C2C(C(=CN3C2=C(C1F)OCC31CC1)C(=O)O)=O (9,10-difluoro-7-oxo-2,7-dihydrospiro[[1,4]oxazino[2,3,4-ij]quinoline-3,1′-cyclopropane]-6-carboxylic Acid). RXN SMILES: [F:1][C:2]1[CH:3]=[C:4]2[C:9]3=[C:10]([O:13][CH2:14][C:15]4([CH2:17][CH2:16]4)[N:8]3[CH:7]=[C:6]([C:18]([O:20]CC)=[O:19])[C:5]2=[O:23])[C:11]=1[F:12].C([O-])([O-])=O.[K+].[K+]>CCO.O>[F:1][C:2]1[CH:3]=[C:4]2[C:9]3=[C:10]([O:13][CH2:14][C:15]4([CH2:17][CH2:16]4)[N:8]3[CH:7]=[C:6]([C:18]([OH:20])=[O:19])[C:5]2=[O:23])[C:11]=1[F:12] |f:1.2.3,4.5|. Reported procedure: To a solution of ethyl 9,10-difluoro-7-oxo-2,7-dihydrospiro[[1,4]oxazino[2,3,4-ij]quinoline-3,1′-cyclopropane]-6-carboxylate (1.3 g, 4 mmol) in EtOH/water (50:50 v/v, 55 mL) was added K2CO3 powder (1.65 g, 12 mmol) and the mixture was heated under reflux for 2 h. The solvent was removed to dryness. The remaining solid was acidified to pH6 by using 2N acetic acid. A precipitate formed and was collected by filtration, washed with water and then dried to give the title compound (0.656 g, 2.24 mmol ... Reactants: CC(C)OC(=O)/N=N/C(=O)OC(C)C (DIAD), C1(=CC=CC=C1)P(C1=CC=CC=C1)C1=CC=CC=C1 (Triphenylphosphine), COC(C1=CC(=C(C=C1)OC)O)=O (3-hydroxy-4-methoxy-benzoic acid methyl ester), FC1=C(C=C(C=C1)C)CCO (2-(2-Fluoro-5-methyl-phenyl)-ethanol). Solvent: C1CCOC1 (THF). Run at time 8 hour. Product: COC(C1=CC(=C(C=C1)OC)OCCC1=C(C=CC(=C1)C)F)=O (3-[2-(2-Fluoro-5-methyl-phenyl)-ethoxy]-4-methoxy-benzoic acid methyl ester). Yield: 60.5%. As a reaction SMILES: [F:1][C:2]1[CH:7]=[CH:6][C:5]([CH3:8])=[CH:4][C:3]=1[CH2:9][CH2:10][OH:11].C1(P(C2C=CC=CC=2)C2C=CC=CC=2)C=CC=CC=1.[CH3:31][O:32][C:33](=[O:43])[C:34]1[CH:39]=[CH:38][C:37]([O:40][CH3:41])=[C:36](O)[CH:35]=1.CC(OC(/N=N/C(OC(C)C)=O)=O)C>C1COCC1>[CH3:31][O:32][C:33](=[O:43])[C:34]1[CH:39]=[CH:38][C:37]([O:40][CH3:41])=[C:36]([O:11][CH2:10][CH2:9][C:3]2[CH:4]=[C:5]([CH3:8])[CH:6]=[CH:7][C:2]=2[F:1])[CH:35]=1. Procedure: 2-(2-Fluoro-5-methyl-phenyl)-ethanol (508 mg, 3.29 mmol) was dissolved in THF (23 ml). Triphenylphosphine (1.08 g, 4.12 mmol) and 3-hydroxy-4-methoxy-benzoic acid methyl ester (500 mg, 2.75 mmol) were added, the mixture was cooled in an ice bath, and DIAD (832 mg, 4.12 mmol) was added slowly with stirring. The ice bath was removed and stirring was continued overnight at room temperature. The volatiles were evaporated in vacuo, and the residue was purified by RP HPLC (water/ACN gradient) to give ... The reactants are N1=C(N=CC=C1)N1CCNCC1 (N-(2-pyrimidyl)piperazine), C([O-])([O-])=O.[Na+].[Na+] (sodium carbonate), ClCCCN1C(CC2(CCCC2)CC1=O)=O (8-[3-chloro-1-propyl)-8-azaspiro[4.5]decane-7.9-dione). The solvent is C(CCC)O (n-butanol). Product: Cl (hydrogen chloride), N1=C(N=CC=C1)N1CCN(CC1)CCCN1C(CC2(CCCC2)CC1=O)=O (8-[3-[4-(2-pyrimidinyl)-1-piperazinyl]propyl]-8-azaspiro[4.5]decane-7,9-dione), hydrochloride salt. Reaction SMILES: [Cl:1][CH2:2][CH2:3][CH2:4][N:5]1[C:14](=[O:15])[CH2:13][C:8]2([CH2:12][CH2:11][CH2:10][CH2:9]2)[CH2:7][C:6]1=[O:16].[N:17]1[CH:22]=[CH:21][CH:20]=[N:19][C:18]=1[N:23]1[CH2:28][CH2:27][NH:26][CH2:25][CH2:24]1.C(=O)([O-])[O-].[Na+].[Na+]>C(O)CCC>[ClH:1].[N:17]1[CH:22]=[CH:21][CH:20]=[N:19][C:18]=1[N:23]1[CH2:28][CH2:27][N:26]([CH2:2][CH2:3][CH2:4][N:5]2[C:14](=[O:15])[CH2:13][C:8]3([CH2:12][CH2:11][CH2:10][CH2:9]3)[CH2:7][C:6]2=[O:16])[CH2:25][CH2:24]1 |f:2.3.4|. Reported procedure: A mixture of 4.9 g. (0.02 mole) of 8-[3-chloro-1-propyl)-8-azaspiro[4.5]decane-7.9-dione, 3.3 g. (0.02 mole) prepared in the manner of U.S. Pat. No. 3,398,151, N-(2-pyrimidyl)piperazine, and 2.2 g. (0.02 mole) of sodium carbonate in 75 ml. of n-butanol is refluxed for three days and filtered. The filtrate is concentrated in vacuo and the residue taken up in 100 ml. of benzene. Addition of 4.0 ml. of 5.0 N ethanolic hydrogen chloride to the benzene solution of the free base provides the product 8... Starting materials: COc1ccc(C(=O)Cl)c(OC)c1OC, CCN(C(C)C)C(C)C, ClCCl, CCCNc1c(NC(Cc2ccc(N)cc2)C(=O)O)c(=O)c1=O. The product is CCCNc1c(NC(Cc2ccc(NCc3ccc(OC)c(OC)c3OC)cc2)C(=O)O)c(=O)c1=O. RXN SMILES: [CH3:33][O:34][c:35]1[c:36]([C:37]([Cl:38])=[O:39])[cH:40][cH:41][c:42]([O:46][CH3:47])[c:43]1[O:44][CH3:45].[CH:24]([N:25]([CH2:26][CH3:27])[CH:28]([CH3:29])[CH3:30])([CH3:31])[CH3:32].[Cl:48][CH2:49][Cl:50].[NH2:1][c:2]1[cH:3][cH:4][c:5]([CH2:8][CH:9]([C:10](=[O:11])[OH:12])[NH:13][c:14]2[c:15]([NH:20][CH2:21][CH2:22][CH3:23])[c:16](=[O:19])[c:17]2=[O:18])[cH:6][cH:7]1>>[NH:1]([c:2]1[cH:3][cH:4][c:5]([CH2:8][CH:9]([C:10](=[O:11])[OH:12])[NH:13][c:14]2[c:15]([NH:20][CH2:21][CH2:22][CH3:23])[c:16](=[O:19])[c:17]2=[O:18])[cH:6][cH:7]1)[CH2:37][c:36]1[c:35]([O:34][CH3:33])[c:43]([O:44][CH3:45])[c:42]([O:46][CH3:47])[cH:41][cH:40]1. The reactants are C1CCOC1, CCOc1cc(C(=CC#N)c2ccc(OC)c(N)c2)ccc1OC, O=C=NS(=O)(=O)c1ccccc1. Yields the product CCOc1cc(C(=CC#N)c2ccc(OC)c(NC(=O)NS(=O)(=O)c3ccccc3)c2)ccc1OC. RXN SMILES: [CH2:37]1[O:38][CH2:39][CH2:40][CH2:41]1.[NH2:13][c:14]1[cH:15][c:16]([C:22](=[CH:23][C:24]#[N:25])[c:26]2[cH:27][c:28]([O:34][CH2:35][CH3:36])[c:29]([O:32][CH3:33])[cH:30][cH:31]2)[cH:17][cH:18][c:19]1[O:20][CH3:21].[c:1]1([S:7](=[O:8])(=[O:9])[N:10]=[C:11]=[O:12])[cH:2][cH:3][cH:4][cH:5][cH:6]1>>[c:1]1([S:7](=[O:8])(=[O:9])[NH:10][C:11](=[O:12])[NH:13][c:14]2[cH:15][c:16]([C:22](=[CH:23][C:24]#[N:25])[c:26]3[cH:27][c:28]([O:34][CH2:35][CH3:36])[c:29]([O:32][CH3:33])[cH:30][cH:31]3)[cH:17][cH:18][c:19]2[O:20][CH3:21])[cH:2][cH:3][cH:4][cH:5][cH:6]1. Reactants: O (water), ClC1=CC=C(C=C1)C1(CCC1)C(CSC)=O (1-[1-(4-chlorophenyl)cyclobutyl]-2-methylthioethan-1-one), C(C)(=O)[O-].[NH4+] (ammonium acetate), C(#N)[BH3-].[Na+] (sodium cyanoborohydride). The solvent is CO (methanol). Reaction conditions: time 19 day. Product: ClC1=CC=C(C=C1)C1(CCC1)C(CSC)N (1-[1-(4-chlorophenyl)cyclobutyl]-2-methylthioethylamine). RXN SMILES: [Cl:1][C:2]1[CH:7]=[CH:6][C:5]([C:8]2([C:12](=O)[CH2:13][S:14][CH3:15])[CH2:11][CH2:10][CH2:9]2)=[CH:4][CH:3]=1.C([O-])(=O)C.[NH4+].C([BH3-])#[N:23].[Na+].O>CO>[Cl:1][C:2]1[CH:7]=[CH:6][C:5]([C:8]2([CH:12]([NH2:23])[CH2:13][S:14][CH3:15])[CH2:11][CH2:10][CH2:9]2)=[CH:4][CH:3]=1 |f:1.2,3.4|. Reported procedure: Crude 1-[1-(4-chlorophenyl)cyclobutyl]-2-methylthioethan-1-one (8.3 g prepared as described above), ammonium acetate (25 g) and sodium cyanoborohydride (2.6 g) were dissolved in methanol (120 ml). The solution was kept at room temperature for 19 days and then poured into water (300 ml) and basified to pH 8. The mixture was extracted with ether and the ethereal solution extracted with 2N hydrochloric acid. The acid solution was basified and extracted with ether. The extracts were dried and evapor... The product is O=C(NC1CCCc2cc(C(=O)O)ccc21)OCc1ccccc1. RXN SMILES: [CH3:1][O:2][C:3](=[O:4])[c:5]1[cH:6][c:7]2[c:12]([cH:13][cH:14]1)[CH:11]([NH:15][C:16](=[O:17])[O:18][CH2:19][c:20]1[cH:21][cH:22][cH:23][cH:24][cH:25]1)[CH2:10][CH2:9][CH2:8]2.[Na+:27].[OH-:26]>>[O:2]=[C:3]([OH:4])[c:5]1[cH:6][c:7]2[c:12]([cH:13][cH:14]1)[CH:11]([NH:15][C:16](=[O:17])[O:18][CH2:19][c:20]1[cH:21][cH:22][cH:23][cH:24][cH:25]1)[CH2:10][CH2:9][CH2:8]2. The reactants are COC(=O)c1ccc2c(c1)CCCC2NC(=O)OCc1ccccc1, [Na+], [OH-]. Starting materials: BrCC1CO1, O=C([O-])[O-], CCOC(C)=O, [Cs+], [Cs+], CN(C)C=O, COC(=O)Cc1ccc(O)cc1OCC(F)(F)F. Yields the product COC(=O)Cc1ccc(OCC2CO2)cc1OCC(F)(F)F. As a reaction SMILES: [Br:19][CH2:20][CH:21]1[CH2:22][O:23]1.[C:24](=[O:25])([O-:26])[O-:27].[CH3:30][CH2:31][O:32][C:33]([CH3:34])=[O:35].[Cs+:28].[Cs+:29].[O:36]=[CH:37][N:38]([CH3:39])[CH3:40].[OH:1][c:2]1[cH:3][c:4]([O:13][CH2:14][C:15]([F:16])([F:17])[F:18])[c:5]([CH2:8][C:9](=[O:10])[O:11][CH3:12])[cH:6][cH:7]1>>[O:1]([c:2]1[cH:3][c:4]([O:13][CH2:14][C:15]([F:16])([F:17])[F:18])[c:5]([CH2:8][C:9](=[O:10])[O:11][CH3:12])[cH:6][cH:7]1)[CH2:20][CH:21]1[CH2:22][O:23]1. The reactants are O=C1CCC(=O)N1Br, CCn1cnc2c(N)nc(NCc3ccccc3)nc21, CN(C)C=O. The product is CCn1c(Br)nc2c(N)nc(NCc3ccccc3)nc21. Reaction SMILES: [Br:21][N:22]1[C:23](=[O:24])[CH2:25][CH2:26][C:27]1=[O:28].[CH2:1]([c:2]1[cH:3][cH:4][cH:5][cH:6][cH:7]1)[NH:8][c:9]1[n:10][c:11]([NH2:20])[c:12]2[n:13][cH:14][n:15]([CH2:18][CH3:19])[c:16]2[n:17]1.[O:29]=[CH:30][N:31]([CH3:32])[CH3:33]>>[CH2:1]([c:2]1[cH:3][cH:4][cH:5][cH:6][cH:7]1)[NH:8][c:9]1[n:10][c:11]([NH2:20])[c:12]2[n:13][c:14]([Br:21])[n:15]([CH2:18][CH3:19])[c:16]2[n:17]1.